This data is from the Open Reaction Database (ORD), a public repository of structured organic reaction records. The task is: describe an organic reaction: reactants, conditions, products, and yield The reactants are Cc1cc(-c2cccc(C(=O)CC(=O)Nc3cc(C)c(N(C)CC(C)C)cc3NC(=O)OC(C)(C)C)c2)on1, ClCCl, O=C(O)C(F)(F)F. Yields the product Cc1cc(-c2cccc(C3=Nc4cc(N(C)CC(C)C)c(C)cc4NC(=O)C3)c2)on1. Reaction SMILES: [C:1]([O:2][C:3](=[O:4])[NH:7][c:8]1[c:9]([NH:21][C:22]([CH2:23][C:24](=[O:5])[c:26]2[cH:27][c:28](-[c:32]3[cH:33][c:34]([CH3:37])[n:35][o:36]3)[cH:29][cH:30][cH:31]2)=[O:38])[cH:10][c:11]([CH3:20])[c:12]([N:14]([CH3:15])[CH2:16][CH:17]([CH3:18])[CH3:19])[cH:13]1)([CH3:6])([CH3:25])[CH3:39].[Cl:47][CH2:48][Cl:49].[F:40][C:41]([F:42])([F:43])[C:44]([OH:45])=[O:46]>>[N:7]1=[C:24]([c:26]2[cH:27][c:28](-[c:32]3[cH:33][c:34]([CH3:37])[n:35][o:36]3)[cH:29][cH:30][cH:31]2)[CH2:23][C:22](=[O:38])[NH:21][c:9]2[c:8]1[cH:13][c:12]([N:14]([CH3:15])[CH2:16][CH:17]([CH3:18])[CH3:19])[c:11]([CH3:20])[cH:10]2. Reactants: C(C1=CC=CC=C1)N1CCN(CCC1)C(=O)C(=CC=1C=C(C(=O)OCCC#N)C=CC1)C(C)=O (2-cyanoethyl 3-[2-(4-benzyl-[1,4]diazepane-1-carbonyl)-3-oxobutenyl]benzoate), C1(=CC=CC=C1)C(CCOC(\C=C(\C)/N)=O)C1=CC=CC=C1 ((3,3-diphenylpropyl)3-aminocrotonate). Reported procedure: 2.05 g (3.99 mmol) of 2-cyanoethyl 3-[2-(4-benzyl-[1,4]diazepane-1-carbonyl)-3-oxobutenyl]benzoate and 1.18 g (3.99 mmol) of (3,3-diphenylpropyl)3-aminocrotonate were stirred in 40 ml of 2-propanol at 80° C. overnight. After the concentration under reduced pressure, the product was purified by the silica gel chromatography (chloroform/methanol=100/1) to obtain the title compound. RXN SMILES: [CH2:1]([N:8]1[CH2:14][CH2:13][CH2:12][N:11]([C:15]([C:17]([C:32](=O)[CH3:33])=[CH:18][C:19]2[CH:20]=[C:21]([CH:29]=[CH:30][CH:31]=2)[C:22]([O:24]CCC#N)=[O:23])=[O:16])[CH2:10][CH2:9]1)[C:2]1[CH:7]=[CH:6][CH:5]=[CH:4][CH:3]=1.[C:35]1([CH:41]([C:51]2[CH:56]=[CH:55][CH:54]=[CH:53][CH:52]=2)[CH2:42][CH2:43][O:44][C:45](=[O:50])/[CH:46]=[C:47](\[NH2:49])/[CH3:48])[CH:40]=[CH:39][CH:38]=[CH:37][CH:36]=1>CC(O)C>[CH2:1]([N:8]1[CH2:14][CH2:13][CH2:12][N:11]([C:15]([C:17]2[CH:18]([C:19]3[CH:31]=[CH:30][CH:29]=[C:21]([C:22]([OH:24])=[O:23])[CH:20]=3)[C:46]([C:45]([O:44][CH2:43][CH2:42][CH:41]([C:51]3[CH:56]=[CH:55][CH:54]=[CH:53][CH:52]=3)[C:35]3[CH:40]=[CH:39][CH:38]=[CH:37][CH:36]=3)=[O:50])=[C:47]([CH3:48])[NH:49][C:32]=2[CH3:33])=[O:16])[CH2:10][CH2:9]1)[C:2]1[CH:7]=[CH:6][CH:5]=[CH:4][CH:3]=1. Run in CC(C)O (2-propanol). Yields the product C(C1=CC=CC=C1)N1CCN(CCC1)C(=O)C=1C(C(=C(NC1C)C)C(=O)OCCC(C1=CC=CC=C1)C1=CC=CC=C1)C1=CC(=CC=C1)C(=O)O (3,3-diphenylpropyl 5-(4-benzyl-[1,4]diazepane-1-carbonyl)-4-(3-carboxyphenyl)-2,6-dimethyl-1,4-dihydropyridine-3-carboxylate). Reactants: CN1C(=C(C(=O)O)C(C=C1C1=CC=C(C=C1)C)=O)C1=CC=CC=C1 (1-methyl-2-phenyl-6-(4'-methylphenyl)-4-oxonicotinic acid), [OH-].[Na+] (NaOH). Run in CO (methanol). Yields the product CN1C(=C(C(=O)[O-])C(C=C1C1=CC=C(C=C1)C)=O)C1=CC=CC=C1.[Na+] (sodium 1-methyl-2-phenyl-6-(4'-methylphenyl)-4-oxonicotinate). Isolated yield 87.7%. RXN SMILES: [CH3:1][N:2]1[C:10]([C:11]2[CH:16]=[CH:15][C:14]([CH3:17])=[CH:13][CH:12]=2)=[CH:9][C:8](=[O:18])[C:4]([C:5]([OH:7])=[O:6])=[C:3]1[C:19]1[CH:24]=[CH:23][CH:22]=[CH:21][CH:20]=1.[OH-].[Na+:26]>CO>[CH3:1][N:2]1[C:10]([C:11]2[CH:16]=[CH:15][C:14]([CH3:17])=[CH:13][CH:12]=2)=[CH:9][C:8](=[O:18])[C:4]([C:5]([O-:7])=[O:6])=[C:3]1[C:19]1[CH:24]=[CH:23][CH:22]=[CH:21][CH:20]=1.[Na+:26] |f:1.2,4.5|. Procedure: 0.64 gms of 1-methyl-2-phenyl-6-(4'-methylphenyl)-4-oxonicotinic acid, 0.09 gms of NaOH and 30 mls of methanol were mixed. Evaporation of the solvent provided 0.6 gms of sodium 1-methyl-2-phenyl-6-(4'-methylphenyl)-4-oxonicotinate as a glassy solid. The reactants are C(C1=CC=CC=C1)SC=1C=C(C(NC1)=O)O (5-(benzylsulfanyl)-3-hydroxypyridin-2(1H)-one), CC1=NOC(=C1CSC=1C=C(C(N(C1)COC)=O)OCOC)C (5-{[(3,5-dimethyl-1,2-oxazol-4-yl)methyl]sulfanyl}-3-(methoxymethoxy)-1-(methoxymethyl)pyridin-2(1H)-one), CC1=NOC(=C1CSC=1C=C(C(N(C1)COC)=O)OCOC)C (5-{[(3,5-dimethyl-1,2-oxazol-4-yl)methyl]sulfanyl}-3-(methoxymethoxy)-1-(methoxymethyl)pyridin-2(1H)-one). Product: CC1=NOC(=C1CSC=1C=C(C(NC1)=O)O)C (5-{[(3,5-Dimethyl-1,2-oxazol-4-yl)methyl]sulfanyl}-3-hydroxypyridin-2(1H)-one). Reaction SMILES: C(SC1C=C(O)C(=O)NC=1)C1C=CC=CC=1.[CH3:17][C:18]1[C:22]([CH2:23][S:24][C:25]2[CH:26]=[C:27]([O:35]COC)[C:28](=[O:34])[N:29](COC)[CH:30]=2)=[C:21]([CH3:39])[O:20][N:19]=1>>[CH3:17][C:18]1[C:22]([CH2:23][S:24][C:25]2[CH:26]=[C:27]([OH:35])[C:28](=[O:34])[NH:29][CH:30]=2)=[C:21]([CH3:39])[O:20][N:19]=1. Procedure details: Prepared as described for 5-(benzylsulfanyl)-3-hydroxypyridin-2(1H)-one (Example 12) from 5-{[(3,5-dimethyl-1,2-oxazol-4-yl)methyl]sulfanyl}-3-(methoxymethoxy)-1-(methoxymethyl)pyridin-2(1H)-one (Intermediate 20).